This data is from the Open Reaction Database (ORD), a public repository of structured organic reaction records. The task is: describe an organic reaction: reactants, conditions, products, and yield Reactants: C, CC(C)CC(NC(=O)OC(C)(C)C)C(=O)CN1CCCc2cc(OCc3ccccc3)ccc2C1, [H][H], [Pd]. Product: CC(C)CC(NC(=O)OC(C)(C)C)C(=O)CN1CCCc2cc(O)ccc2C1. As a reaction SMILES: [C:38].[CH2:1]([c:2]1[cH:3][cH:4][cH:5][cH:6][cH:7]1)[O:8][c:9]1[cH:10][cH:11][c:12]2[c:13]([cH:35]1)[CH2:14][CH2:15][CH2:16][N:17]([CH2:19][C:20]([CH:21]([CH2:22][CH:23]([CH3:24])[CH3:25])[NH:26][C:27](=[O:28])[O:29][C:30]([CH3:31])([CH3:32])[CH3:33])=[O:34])[CH2:18]2.[H:36][H:37].[Pd:39]>>[OH:8][c:9]1[cH:10][cH:11][c:12]2[c:13]([cH:35]1)[CH2:14][CH2:15][CH2:16][N:17]([CH2:19][C:20]([CH:21]([CH2:22][CH:23]([CH3:24])[CH3:25])[NH:26][C:27](=[O:28])[O:29][C:30]([CH3:31])([CH3:32])[CH3:33])=[O:34])[CH2:18]2. Reactants: C[Si](C)(C)C=[N+]=[N-] (trimethylsilyldiazomethane), C(C)(C)(C)C1=NN(C(=C1)C(=O)Cl)CC1=CC=CC=C1 (3-(tert-butyl)-1-benzylpyrazole-5-carbonyl chloride), Br (hydrogen bromide), C(C)(=O)O (acetic acid). Run in hexanes, C(C)#N (acetonitrile). Run at time 20 minute. The product is C(C)(C)(C)C1=NN(C(=C1)C(CBr)=O)CC1=CC=CC=C1 (1-[3-(tert-butyl)-1-benzylpyrazol-5-yl]-2-bromoethan-1-one). Reaction SMILES: [C:1]([C:5]1[CH:9]=[C:8](C(Cl)=O)[N:7]([CH2:13][C:14]2[CH:19]=[CH:18][CH:17]=[CH:16][CH:15]=2)[N:6]=1)([CH3:4])([CH3:3])[CH3:2].C[Si](C=[N+]=[N-])(C)C.[BrH:27].[C:28]([OH:31])(=O)[CH3:29]>C(#N)C>[C:1]([C:5]1[CH:9]=[C:8]([C:28](=[O:31])[CH2:29][Br:27])[N:7]([CH2:13][C:14]2[CH:19]=[CH:18][CH:17]=[CH:16][CH:15]=2)[N:6]=1)([CH3:4])([CH3:3])[CH3:2]. Reported procedure: A solution of 1 g (3.6 mmol) of 3-(tert-butyl)-1-benzylpyrazole-5-carbonyl chloride (Maybridge, Cornwall, UK) was dissolved in dry acetonitrile (4 mL) and 4.5 mL (9 mmol) of 2 M trimethylsilyldiazomethane in hexanes (Aldrich, Milwaukee, Wis., USA) was added. After stirring 1 h 20 min at room temperature, the mixture was cooled on an ice bath for 5 min. To this, 30% hydrogen bromide in acetic acid (2 mL, 10 mmol) was added dropwise over 15 min. This was stirred an additional 15 minutes on an ice ... Starting materials: O=S(=O)(Cl)C1CC1, Cl, Cn1cc(N)c(Nc2ccc(I)cc2F)cc1=O, c1ccncc1. The product is Cn1cc(NS(=O)(=O)C2CC2)c(Nc2ccc(I)cc2F)cc1=O. Reaction SMILES: [CH:19]1([S:22](=[O:23])(=[O:24])[Cl:25])[CH2:20][CH2:21]1.[ClH:26].[NH2:1][c:2]1[c:3]([NH:10][c:11]2[c:12]([F:18])[cH:13][c:14]([I:17])[cH:15][cH:16]2)[cH:4][c:5](=[O:9])[n:6]([CH3:8])[cH:7]1.[cH:27]1[cH:28][cH:29][n:30][cH:31][cH:32]1>>[NH:1]([c:2]1[c:3]([NH:10][c:11]2[c:12]([F:18])[cH:13][c:14]([I:17])[cH:15][cH:16]2)[cH:4][c:5](=[O:9])[n:6]([CH3:8])[cH:7]1)[S:22]([CH:19]1[CH2:20][CH2:21]1)(=[O:23])=[O:24]. Reactants: C1(CCCCC1)[C@@H]1N[C@@H](CC2=C1NC1=CC=CC=C21)C(=O)OC (cis methyl 1,2,3,4-tetrahydro-1-cyclohexyl-9H-pyrido[3,4-b]indole-3-carboxylate), C(C1=CC=CC=C1)N=C=O (benzyl isocyanate). Product: C(C1=CC=CC=C1)N1C(N2[C@H](C=3NC=4C=CC=CC4C3C[C@@H]2C1=O)C1CCCCC1)=O (Cis-2-benzyl-5-cyclohexyl-5,6,11,11a-tetrahydro-1H-imidazo[1',5':1,6]pyrido[3,4-b]indole-1,3(2H)-dione). As a reaction SMILES: [CH:1]1([C@H:7]2[C:12]3[NH:13][C:14]4[C:19]([C:11]=3[CH2:10][C@@H:9]([C:20](OC)=[O:21])[NH:8]2)=[CH:18][CH:17]=[CH:16][CH:15]=4)[CH2:6][CH2:5][CH2:4][CH2:3][CH2:2]1.[CH2:24]([N:31]=[C:32]=[O:33])[C:25]1[CH:30]=[CH:29][CH:28]=[CH:27][CH:26]=1>>[CH2:24]([N:31]1[C:20](=[O:21])[C@@H:9]2[N:8]([C@@H:7]([CH:1]3[CH2:2][CH2:3][CH2:4][CH2:5][CH2:6]3)[C:12]3[NH:13][C:14]4[CH:15]=[CH:16][CH:17]=[CH:18][C:19]=4[C:11]=3[CH2:10]2)[C:32]1=[O:33])[C:25]1[CH:30]=[CH:29][CH:28]=[CH:27][CH:26]=1. Reported procedure: The same method as employed in the preparation of Example 1 but starting from cis methyl 1,2,3,4-tetrahydro-1-cyclohexyl-9H-pyrido[3,4-b]indole-3-carboxylate (see J. Cook et al., Heterocycles, 4(7), 1249-1255 (1976)) and benzyl isocyanate gave after recrystallization from methanol, the title compound as white crystals m.p.: 170-173° C. The reactants are N1C(CCCC1)CO (2-piperidine methanol), C(C)(=O)O (acetic acid), C(C)(=O)O[BH-](OC(C)=O)OC(C)=O.[Na+] (sodium triacetoxyborohydride), ClC1=C2CNC(C2=C(C=C1)C=1N(C2=CC=C(C=C2C1)C=O)C(=O)OC(C)(C)C)=O (4-chloro-7-[1-(tert-butoxycarbonyl)-5-formylindol-2-yl]isoindolinone), Cl (hydrochloric acid). Solvent: C(C)#N (acetonitrile), C(C)(=O)OCC (ethyl acetate). The product is ClC1=C2CNC(C2=C(C=C1)C=1N(C2=CC=C(C=C2C1)CN1C(CCCC1)CO)C(=O)OC(C)(C)C)=O (4-chloro-7-{1-(tert-butoxycarbonyl)-5-[2-(hydroxymethyl)piperidinomethyl]indol-2-yl}isoindolinone). Isolated yield 57.2%. As a reaction SMILES: [Cl:1][C:2]1[CH:10]=[CH:9][C:8]([C:11]2[N:12]([C:22]([O:24][C:25]([CH3:28])([CH3:27])[CH3:26])=[O:23])[C:13]3[C:18]([CH:19]=2)=[CH:17][C:16]([CH:20]=O)=[CH:15][CH:14]=3)=[C:7]2[C:3]=1[CH2:4][NH:5][C:6]2=[O:29].[NH:30]1[CH2:35][CH2:34][CH2:33][CH2:32][CH:31]1[CH2:36][OH:37].C(O)(=O)C.C(O[BH-](OC(=O)C)OC(=O)C)(=O)C.[Na+].Cl>C(#N)C.C(OCC)(=O)C>[Cl:1][C:2]1[CH:10]=[CH:9][C:8]([C:11]2[N:12]([C:22]([O:24][C:25]([CH3:27])([CH3:26])[CH3:28])=[O:23])[C:13]3[C:18]([CH:19]=2)=[CH:17][C:16]([CH2:20][N:30]2[CH2:35][CH2:34][CH2:33][CH2:32][CH:31]2[CH2:36][OH:37])=[CH:15][CH:14]=3)=[C:7]2[C:3]=1[CH2:4][NH:5][C:6]2=[O:29] |f:3.4|. Procedure: In a similar manner to Step 2 of Example 6, 4-chloro-7-[1-(tert-butoxycarbonyl)-5-formylindol-2-yl]isoindolinone (50.9 mg, 0.124 mmol) was dissolved in acetonitrile (2 mL), and the solution was treated with 2-piperidine methanol (63.8 mg, 0.554 mmol), acetic acid (0.284 mL, 4.96 mmol) and sodium triacetoxyborohydride (158 mg, 0.745 mmol). The reaction mixture was added with 1 mol/L hydrochloric acid and ethyl acetate, followed by extracting with 1 mol/L hydrochloric acid. The aqueous layer was a... Starting materials: CCCCCC.C(C)(=O)OCC (hexane ethyl acetate), O.C[N+]1(CCOCC1)[O-] (N-methylmorpholine-N-oxide hydrate), O.C[N+]1(CCOCC1)[O-] (N-methylmorpholine-N-oxide hydrate), C[N+]1(CCOCC1)[O-] (4-methylmorpholine-4-oxide), C(C)(C)(C)OC(=O)N[C@@]1([C@@H]2[C@H]([C@@H]2C=C1)C(=O)OC(C)(C)C)C(=O)OC(C)(C)C (di-tert-butyl (1S,2S,5R,6S)-2-[(tert-butoxycarbonyl)amino]bicyclo[3.1.0]hex-3-ene-2,6-dicarboxylate), O (water). Reagents/catalysts: [Os](=O)(=O)(=O)=O (Osmium tetraoxide). Run in CC(=O)C (acetone). Reaction conditions: temperature 23 celsius, time 8 hour. The product is C(C)(C)(C)OC(=O)N[C@@]1([C@@H]2[C@H]([C@@H]2[C@H]([C@H]1O)O)C(=O)OC(C)(C)C)C(=O)OC(C)(C)C (Di-tert-butyl (1S,2R,3S,4R,5R,6R)-2-[(tert-butoxycarbonyl)amino]-3,4-dihydroxybicyclo[3.1.0]hexane-2,6-dicarboxylate). Isolated yield 69.0%. As a reaction SMILES: [OH2:1].C[N+]1([O-])CCOCC1.C[N+]1([O-])CCOCC1.[C:18]([O:22][C:23]([NH:25][C@@:26]1([C:39]([O:41][C:42]([CH3:45])([CH3:44])[CH3:43])=[O:40])[CH:31]=[CH:30][C@@H:29]2[C@H:27]1[C@H:28]2[C:32]([O:34][C:35]([CH3:38])([CH3:37])[CH3:36])=[O:33])=[O:24])([CH3:21])([CH3:20])[CH3:19].CCCCCC.C(OCC)(=O)C.[OH2:58]>CC(C)=O.[Os](=O)(=O)(=O)=O>[C:18]([O:22][C:23]([NH:25][C@@:26]1([C:39]([O:41][C:42]([CH3:45])([CH3:44])[CH3:43])=[O:40])[C@H:31]([OH:1])[C@H:30]([OH:58])[C@@H:29]2[C@H:27]1[C@H:28]2[C:32]([O:34][C:35]([CH3:36])([CH3:38])[CH3:37])=[O:33])=[O:24])([CH3:21])([CH3:19])[CH3:20] |f:0.1,4.5|. Procedure: Osmium tetraoxide (4% wt/wt in water, 231.78 mL, 241.05 g, 37.93 mmol,) is added at 23° C. to a solution of N-methylmorpholine-N-oxide hydrate (101.62 mL; 114.83 g, 424.78 mmol), N-methylmorpholine-N-oxide hydrate (116.88 g, 864.74 mmol), 4-methylmorpholine-4-oxide (198.88 mL; 195.50 g, 1.67 mol), and di-tert-butyl (1S,2S,5R,6S)-2-[(tert-butoxycarbonyl)amino]bicyclo[3.1.0]hex-3-ene-2,6-dicarboxylate (600.00 g, 1.52 mol) in acetone (12.00 L) and water (1.80 L). The mixture is stirred at 23° C. ov...